From a dataset of the Open Reaction Database (ORD), a public repository of structured organic reaction records. describe an organic reaction: reactants, conditions, products, and yield Reactants: Clc1nc2ccccc2[nH]1, Nc1cccc(C(F)(F)F)c1F. Yields the product Fc1c(Nc2nc3ccccc3[nH]2)cccc1C(F)(F)F. As a reaction SMILES: [Cl:1][c:2]1[nH:3][c:4]2[c:5]([n:6]1)[cH:7][cH:8][cH:9][cH:10]2.[F:11][c:12]1[c:13]([NH2:14])[cH:15][cH:16][cH:17][c:18]1[C:19]([F:20])([F:21])[F:22]>>[c:2]1([NH:14][c:13]2[c:12]([F:11])[c:18]([C:19]([F:20])([F:21])[F:22])[cH:17][cH:16][cH:15]2)[nH:3][c:4]2[c:5]([n:6]1)[cH:7][cH:8][cH:9][cH:10]2. Reactants: ClCCl, O=S(Cl)Cl, OCC[Se]c1ccccc1. Yields the product ClCC[Se]c1ccccc1. RXN SMILES: [Cl:15][CH2:16][Cl:17].[S:11]([Cl:12])([Cl:13])=[O:14].[c:1]1([Se:7][CH2:8][CH2:9][OH:10])[cH:2][cH:3][cH:4][cH:5][cH:6]1>>[c:1]1([Se:7][CH2:8][CH2:9][Cl:13])[cH:2][cH:3][cH:4][cH:5][cH:6]1. The reactants are C(C)(C)(C)OC(NC1=C(C=C(C(=C1)Cl)C(F)(F)F)[N+](=O)[O-])=O ((5-chloro-2-nitro-4-trifluoromethyl-phenyl)-carbamic acid tert-butyl ester), C(C(C)C)N (isobutyl-amine). Solvent: CS(=O)C (DMSO). Product: C(C)(C)(C)OC(NC1=C(C=C(C(=C1)NCC(C)C)C(F)(F)F)[N+](=O)[O-])=O ((5-Isobutylamino-2-nitro-4-trifluoromethyl-phenyl)-carbamic acid tert-butyl ester), solid. Isolated yield 97.0%. Reaction SMILES: [C:1]([O:5][C:6](=[O:22])[NH:7][C:8]1[CH:13]=[C:12](Cl)[C:11]([C:15]([F:18])([F:17])[F:16])=[CH:10][C:9]=1[N+:19]([O-:21])=[O:20])([CH3:4])([CH3:3])[CH3:2].[CH2:23]([NH2:27])[CH:24]([CH3:26])[CH3:25]>CS(C)=O>[C:1]([O:5][C:6](=[O:22])[NH:7][C:8]1[CH:13]=[C:12]([NH:27][CH2:23][CH:24]([CH3:26])[CH3:25])[C:11]([C:15]([F:18])([F:17])[F:16])=[CH:10][C:9]=1[N+:19]([O-:21])=[O:20])([CH3:4])([CH3:3])[CH3:2]. Reported procedure: The title compound was prepared from (5-chloro-2-nitro-4-trifluoromethyl-phenyl)-carbamic acid tert-butyl ester (Example A1) (5.00 g, 14.7 mmol), isobutyl-amine (7.36 mL, 73.4 mmol) in DMSO (35 mL) at RT according to the general procedure C. Obtained as a yellow solid (5.39 g, 97%). The reactants are C1(=CC=CC=C1)C (Toluene), S(=O)(Cl)Cl (thionyl chloride), CC1=C(OCC2=C(C=CC=C2)C(C(=O)O)=NOC)C=C(C=C1)C (2-[2-(2,5-dimethylphenoxymethyl)phenyl]-2-methoxyiminoacetic acid). Run in CN(C=O)C (dimethylformamide). Run at temperature 70 celsius, time 1.5 hour. Product: CC1=C(OCC2=C(C=CC=C2)C(C(=O)Cl)=NOC)C=C(C=C1)C (2-[2-(2,5-dimethylphenoxymethyl)phenyl]-2-methoxyiminoacetyl chloride). As a reaction SMILES: C1(C)C=CC=CC=1.S(Cl)([Cl:10])=O.[CH3:12][C:13]1[CH:33]=[CH:32][C:31]([CH3:34])=[CH:30][C:14]=1[O:15][CH2:16][C:17]1[CH:22]=[CH:21][CH:20]=[CH:19][C:18]=1[C:23](=[N:27][O:28][CH3:29])[C:24](O)=[O:25]>CN(C)C=O>[CH3:12][C:13]1[CH:33]=[CH:32][C:31]([CH3:34])=[CH:30][C:14]=1[O:15][CH2:16][C:17]1[CH:22]=[CH:21][CH:20]=[CH:19][C:18]=1[C:23](=[N:27][O:28][CH3:29])[C:24]([Cl:10])=[O:25]. Procedure: Toluene (10 ml), thionyl chloride (1.36 g, 11 mmol) and dimethylformamide (DMF) (0.1 ml) were added to the crude 2-[2-(2,5-dimethylphenoxymethyl)phenyl]-2-methoxyiminoacetic acid (Z=at least 99%)(2.99 g, 9.5 mmol), and the mixture was stirred at 70° C. for 1.5 hours. After completion of the reaction, the mixture was concentrated to give crude 2-[2-(2,5-dimethylphenoxymethyl)phenyl]-2-methoxyiminoacetyl chloride (E/Z=75/25).